This data is from the Open Reaction Database (ORD), a public repository of structured organic reaction records. The task is: describe an organic reaction: reactants, conditions, products, and yield Reactants: FC1=C(C#N)C(=C(C=C1F)F)F (2,3,5,6-tetrafluorobenzonitrile), CO (methanol), O (water). The reagents and catalysts are [Ni] (nickel). Solvent: C(C)(=O)O (acetic acid). Conditions: temperature 60 celsius. The product is FC1=C(C=O)C(=C(C=C1F)F)F (2,3,5,6-tetrafluorobenzaldehyde). RXN SMILES: [F:1][C:2]1[C:9]([F:10])=[CH:8][C:7]([F:11])=[C:6]([F:12])[C:3]=1[C:4]#N.C[OH:14].O>[Ni].C(O)(=O)C>[F:1][C:2]1[C:9]([F:10])=[CH:8][C:7]([F:11])=[C:6]([F:12])[C:3]=1[CH:4]=[O:14]. Procedure: Into a 500 ml-volume glass-made reactor equipped with a condenser tube, 5.00 g of 2,3,5,6-tetrafluorobenzonitrile, 51.00 g of methanol, 52.00 g of water, 45.00 g of acetic acid and 0.50 g of sponge nickel were charged. After purging the vapor phase moiety with hydrogen gas, the mixed solution was stirred at 60° C. under atmospheric pressure while continuously supplying hydrogen. As the time passed, the reaction solution was sampled and analyzed by means of a gas chromatograph. As a result, it wa... Reactants: C(C)(C)(C)OC(=O)N[C@H](CO)C(C1=CC=CC=C1)C1=CC=CC=C1 ((S)-2-t-butoxycarbonylamino-3,3-diphenylpropan-1-ol), FC(C=1C=C(CBr)C=C(C1)C(F)(F)F)(F)F (3,5-bis(trifluoromethyl)benzyl bromide), [H-].[Na+] (sodium hydride). Solvent: O1CCCC1 (tetrahydrofuran), CN(C=O)C (dimethylformamide). Conditions: time 16 hour. Product: C(C)(C)(C)OC(=O)N[C@H](COCC1=CC(=CC(=C1)C(F)(F)F)C(F)(F)F)C(C1=CC=CC=C1)C1=CC=CC=C1 ((S)-2-t-butoxycarbonylamino-1-((3.5bis(trifluoromethyl)phenyl)methyloxy)3,3-diphenylpropane). Reaction SMILES: [C:1]([O:5][C:6]([NH:8][C@@H:9]([CH:12]([C:19]1[CH:24]=[CH:23][CH:22]=[CH:21][CH:20]=1)[C:13]1[CH:18]=[CH:17][CH:16]=[CH:15][CH:14]=1)[CH2:10][OH:11])=[O:7])([CH3:4])([CH3:3])[CH3:2].[H-].[Na+].[F:27][C:28]([F:42])([F:41])[C:29]1[CH:30]=[C:31]([CH:34]=[C:35]([C:37]([F:40])([F:39])[F:38])[CH:36]=1)[CH2:32]Br>O1CCCC1.CN(C)C=O>[C:1]([O:5][C:6]([NH:8][C@@H:9]([CH:12]([C:13]1[CH:14]=[CH:15][CH:16]=[CH:17][CH:18]=1)[C:19]1[CH:20]=[CH:21][CH:22]=[CH:23][CH:24]=1)[CH2:10][O:11][CH2:32][C:31]1[CH:34]=[C:35]([C:37]([F:39])([F:40])[F:38])[CH:36]=[C:29]([C:28]([F:27])([F:41])[F:42])[CH:30]=1)=[O:7])([CH3:4])([CH3:2])[CH3:3] |f:1.2|. Reported procedure: To a cooled solution (0° C.) of (S)-2-t-butoxycarbonylamino-3,3-diphenylpropan-1-ol (2.04 g, 6.2 mmol, Example 1 g) in tetrahydrofuran (50 ml) and dimethylformamide (10 ml) was added sodium hydride (0.187 g, 80% suspension in oil) over 15 minutes. After an additional 10 minutes 3,5-bis(trifluoromethyl)benzyl bromide (1.14 ml) was added and the solution stirred at room temperature for 16 h. The solvent was removed in vacuo and the residue partitioned between CH2Cl2 and water. After washing the or...